Dataset: the Open Reaction Database (ORD), a public repository of structured organic reaction records. Task: describe an organic reaction: reactants, conditions, products, and yield Starting materials: BrC1=CC=C2OC=3C(=CC(=CC3[C@]3(C2=C1)COCC(=N3)N)OC)F ((R)-7′-bromo-4′-fluoro-2′-methoxy-2,6-dihydrospiro[[1,4]oxazine-3,9′-xanthen]-5-amine), FC1=NC=CC=C1B(O)O (2-fluoropyridin-3-ylboronic acid), FC1(CCNCC1)F (4,4-difluoropiperidine). The product is FC1(CCN(CC1)C1=CC=2[C@@]3(C4=CC(=CC=C4OC2C(=C1)F)C=1C(=NC=CC1)F)COCC(=N3)N)F ((S)-2′-(4,4-difluoropiperidin-1-yl)-4′-fluoro-7′-(2-fluoropyridin-3-yl)-2,6-dihydrospiro[[1,4]oxazine-3,9′-xanthen]-5-amine). RXN SMILES: Br[C:2]1[CH:15]=[C:14]2[C:5]([O:6][C:7]3[C:8]([F:24])=[CH:9][C:10](OC)=[CH:11][C:12]=3[C@@:13]32[N:20]=[C:19]([NH2:21])[CH2:18][O:17][CH2:16]3)=[CH:4][CH:3]=1.[F:25][C:26]1[C:31](B(O)O)=[CH:30][CH:29]=[CH:28][N:27]=1.[F:35][C:36]1([F:42])[CH2:41][CH2:40][NH:39][CH2:38][CH2:37]1>>[F:35][C:36]1([F:42])[CH2:41][CH2:40][N:39]([C:10]2[CH:9]=[C:8]([F:24])[C:7]3[O:6][C:5]4[C:14](=[CH:15][C:2]([C:31]5[C:26]([F:25])=[N:27][CH:28]=[CH:29][CH:30]=5)=[CH:3][CH:4]=4)[C@:13]4([N:20]=[C:19]([NH2:21])[CH2:18][O:17][CH2:16]4)[C:12]=3[CH:11]=2)[CH2:38][CH2:37]1. Procedure: The title compound was synthesized by steps analogous to those described in method A6 above, but using intermediate 13A, 2-fluoropyridin-3-ylboronic acid and 4,4-difluoropiperidine. MS m/z=499.0 [M+H]+. Calculated for C26H22F4N4O2: 498.17 Reaction SMILES: [C:1]([Si:2]([c:3]1[cH:4][cH:5][cH:40][cH:41][cH:42]1)([O:6][CH2:7][C:8]#[C:9][c:10]1[cH:11][cH:12][c:13]([N+:37](=[O:38])[O-:39])[c:14]([NH:16][C:17]([c:18]2[cH:19][cH:20][c:21]([CH2:24][NH:25][c:26]3[cH:27][c:28]([O:34][CH3:35])[c:29]([O:32][CH3:33])[cH:30][cH:31]3)[cH:22][cH:23]2)=[O:36])[cH:15]1)[c:43]1[cH:44][cH:45][cH:46][cH:47][cH:48]1)([CH3:49])([CH3:50])[CH3:51].[CH2:71]1[O:72][CH2:73][CH2:74][CH2:75]1.[CH3:53][CH2:54][CH2:55][CH2:56][N+:57]([CH2:58][CH2:59][CH2:60][CH3:61])([CH2:62][CH2:63][CH2:64][CH3:65])[CH2:66][CH2:67][CH2:68][CH3:69].[CH3:82][CH2:83][O:84][C:85](=[O:86])[CH3:87].[F-:52].[FH:70].[cH:76]1[cH:77][cH:78][n:79][cH:80][cH:81]1>>[OH:6][CH2:7][C:8]#[C:9][c:10]1[cH:11][cH:12][c:13]([N+:37](=[O:38])[O-:39])[c:14]([NH:16][C:17]([c:18]2[cH:19][cH:20][c:21]([CH2:24][NH:25][c:26]3[cH:27][c:28]([O:34][CH3:35])[c:29]([O:32][CH3:33])[cH:30][cH:31]3)[cH:22][cH:23]2)=[O:36])[cH:15]1. The product is COc1ccc(NCc2ccc(C(=O)Nc3cc(C#CCO)ccc3[N+](=O)[O-])cc2)cc1OC. Starting materials: COc1ccc(NCc2ccc(C(=O)Nc3cc(C#CCO[Si](c4ccccc4)(c4ccccc4)C(C)(C)C)ccc3[N+](=O)[O-])cc2)cc1OC, C1CCOC1, CCCC[N+](CCCC)(CCCC)CCCC, CCOC(C)=O, [F-], F, c1ccncc1. Reactants: C1(=CC=C(C=C1)NS(=O)(=O)C1=CC=C2CCN(CC2=C1)C(C(F)(F)F)=O)C (2-(2,2,2-trifluoro-acetyl)-1,2,3,4-tetrahydro-isoquinoline-7-sulfonic acid p-tolylamide), BrCC(=O)OC(C)(C)C (tert-butyl bromoacetate). Procedure: prepared by reaction of 2-(2,2,2-trifluoro-acetyl)-1,2,3,4-tetrahydro-isoquinoline-7-sulfonic acid p-tolylamide with tert-butyl bromoacetate As a reaction SMILES: [C:1]1([CH3:27])[CH:6]=[CH:5][C:4]([NH:7][S:8]([C:11]2[CH:20]=[C:19]3[C:14]([CH2:15][CH2:16][N:17]([C:21](=[O:26])[C:22]([F:25])([F:24])[F:23])[CH2:18]3)=[CH:13][CH:12]=2)(=[O:10])=[O:9])=[CH:3][CH:2]=1.Br[CH2:29][C:30]([O:32]C(C)(C)C)=[O:31]>>[C:1]1([CH3:27])[CH:6]=[CH:5][C:4]([N:7]([CH2:29][C:30]([OH:32])=[O:31])[S:8]([C:11]2[CH:20]=[C:19]3[C:14]([CH2:15][CH2:16][N:17]([C:21](=[O:26])[C:22]([F:23])([F:25])[F:24])[CH2:18]3)=[CH:13][CH:12]=2)(=[O:10])=[O:9])=[CH:3][CH:2]=1. Yields the product C1(=CC=C(C=C1)N(S(=O)(=O)C1=CC=C2CCN(CC2=C1)C(C(F)(F)F)=O)CC(=O)O)C ({p-Tolyl-[2-(2,2,2-trifluoro-acetyl)-1,2,3,4-tetrahydro-isoquinoline-7-sulfonyl]-amino}-acetic acid). Reactants: BrC=1C=C2C(=CC1)NC[C@@]21CN(CC1)C(=O)OC(C)(C)C ((S)-t-butyl 5-bromospiro[indoline-3,3′-pyrrolidine]-1′-carboxylate), ClC(=O)OC (methyl chloroformate), NC=1SC(=CN1)SCC(=O)OCC (ethyl 2-((2-aminothiazol-5-yl)thio)acetate), Cl.NC=1SC(=CN1)Cl (2-amino-5-chlorothiazole hydrochloride). Yields the product BrC=1C=C2C(=CC1)N(C[C@@]21CN(CC1)C(=O)OC)C(NC=1SC(=CN1)SCC(=O)OCC)=O ((S)-methyl 5-bromo-1-((5-((2-ethoxy-2-oxoethyl)thio)thiazol-2-yl)carbamoyl)spiro[indoline-3,3′-pyrrolidine]-1′-carboxylate). Reaction SMILES: [Br:1][C:2]1[CH:3]=[C:4]2[C@@:10]3([CH2:14][CH2:13][N:12]([C:15]([O:17][C:18](C)(C)C)=[O:16])[CH2:11]3)[CH2:9][NH:8][C:5]2=[CH:6][CH:7]=1.[NH2:22][C:23]1[S:24][C:25]([S:28][CH2:29][C:30]([O:32][CH2:33][CH3:34])=[O:31])=[CH:26][N:27]=1.Cl.NC1SC(Cl)=CN=1.Cl[C:44](OC)=[O:45]>>[Br:1][C:2]1[CH:3]=[C:4]2[C@@:10]3([CH2:14][CH2:13][N:12]([C:15]([O:17][CH3:18])=[O:16])[CH2:11]3)[CH2:9][N:8]([C:44](=[O:45])[NH:22][C:23]3[S:24][C:25]([S:28][CH2:29][C:30]([O:32][CH2:33][CH3:34])=[O:31])=[CH:26][N:27]=3)[C:5]2=[CH:6][CH:7]=1 |f:2.3|. Procedure details: The captioned compound was obtained in the form of a white solid by performing the same reactions and/or treatments as those in Examples 1, 2, and 3, with the exceptions that (S)-t-butyl 5-bromospiro[indoline-3,3′-pyrrolidine]-1′-carboxylate was used instead of t-butyl 5-bromospiro[indoline-3,3′-pyrrolidine]-1′-carboxylate, that the ethyl 2-((2-aminothiazol-5-yl)thio)acetate synthesized by a method described in the known methods (International Publication WO2005/066145 etc.) was used instead of ... Product: CC(=O)OCC(O)c1cccc([N+](=O)[O-])c1. RXN SMILES: [BH4-:17].[C:1]([CH3:2])(=[O:3])[O:4][CH2:5][C:6](=[O:7])[c:8]1[cH:9][c:10]([N+:14](=[O:15])[O-:16])[cH:11][cH:12][cH:13]1.[CH3:20][OH:21].[Na+:18].[OH2:19]>>[C:1]([CH3:2])(=[O:3])[O:4][CH2:5][CH:6]([OH:7])[c:8]1[cH:9][c:10]([N+:14](=[O:15])[O-:16])[cH:11][cH:12][cH:13]1. The reactants are [BH4-], CC(=O)OCC(=O)c1cccc([N+](=O)[O-])c1, CO, [Na+], O.